This data is from the Open Reaction Database (ORD), a public repository of structured organic reaction records. The task is: describe an organic reaction: reactants, conditions, products, and yield Reactants: O=C1SC[C@H](N1)C(=O)O ((4R)-2-oxothiazolidine-4-carboxylic acid), C(C)(C)OC(C)C (Isopropyl ether), Cl.C(C)[C@@H](CO[N+](=O)[O-])N ((1S)-1-ethyl-2-nitroxyethylamine hydrochloride), C(C)OP(OCC)(=O)C#N (diethylcyanophosphoric acid). The solvent is O1CCCC1 (tetrahydrofuran), C(C)N(CC)CC (triethylamine), C(C)(=O)OCC (ethyl acetate), CC(=O)C (acetone). Run at time 2 hour. The product is C(C)[C@@H](CO[N+](=O)[O-])NC(=O)[C@H]1NC(SC1)=O ((4R)-N-[(1S)-1-Ethyl-2-nitroxyethyl]-2-oxothiazolidin-4-yl-carboxamide). Isolated yield 26.8%. As a reaction SMILES: [O:1]=[C:2]1[NH:6][C@H:5]([C:7]([OH:9])=O)[CH2:4][S:3]1.Cl.[CH2:11]([C@H:13]([NH2:19])[CH2:14][O:15][N+:16]([O-:18])=[O:17])[CH3:12].C(OP(C#N)(=O)OCC)C.C(OC(C)C)(C)C>O1CCCC1.CC(C)=O.C(OCC)(=O)C.C(N(CC)CC)C>[CH2:11]([C@H:13]([NH:19][C:7]([C@@H:5]1[CH2:4][S:3][C:2](=[O:1])[NH:6]1)=[O:9])[CH2:14][O:15][N+:16]([O-:18])=[O:17])[CH3:12] |f:1.2|. Procedure: In 10 ml of dry tetrahydrofuran were suspended 0.50 g of (4R)-2-oxothiazolidine-4-carboxylic acid and 0.70 g of (1S)-1-ethyl-2-nitroxyethylamine hydrochloride, 1.40 ml of triethylamine and 0.62 ml of diethylcyanophosphoric acid were added thereto, and the mixture was stirred at room temperature for 2 hours. The solvent was distilled off under reduced pressure and the residue was purified by silica gel column chromatography employing cyclohexane-ethyl acetate (1:2) as an eluent to obtain a pale y...